Dataset: the Open Reaction Database (ORD), a public repository of structured organic reaction records. Task: describe an organic reaction: reactants, conditions, products, and yield Starting materials: example 6 ( 1 ), [N+](=O)([O-])C=1C=C2C(N(C(C2=CC1)=O)CC(C(=O)OC)C1(OCCO1)C)=O (methyl 3-(5-nitro-1,3-dioxo-1,3-dihydro-isoindol-2-yl)-2-(2-methyl-[1,3]dioxolan-2-yl)propionate), O.C1(=CC=C(C=C1)S(=O)(=O)O)C (p-toluenesulfonic acid monohydrate). Yields the product [N+](=O)([O-])C=1C=C2C(N(C(C2=CC1)=O)CC(C(=O)OC)C(C)=O)=O (Methyl 2-(5-nitro-1,3-dioxo-1,3-dihydro-isoindol-2-ylmethyl)-3-oxo-butyrate). Reaction SMILES: [N+:1]([C:4]1[CH:5]=[C:6]2[C:10](=[CH:11][CH:12]=1)[C:9](=[O:13])[N:8]([CH2:14][CH:15]([C:20]1([CH3:25])OCC[O:21]1)[C:16]([O:18][CH3:19])=[O:17])[C:7]2=[O:26])([O-:3])=[O:2].O.C1(C)C=CC(S(O)(=O)=O)=CC=1>>[N+:1]([C:4]1[CH:5]=[C:6]2[C:10](=[CH:11][CH:12]=1)[C:9](=[O:13])[N:8]([CH2:14][CH:15]([C:20](=[O:21])[CH3:25])[C:16]([O:18][CH3:19])=[O:17])[C:7]2=[O:26])([O-:3])=[O:2] |f:1.2|. Procedure: Methyl 2-(5-nitro-1,3-dioxo-1,3-dihydro-isoindol-2-ylmethyl)-3-oxo-butyrate was prepared (95 mg, 35%) in the same manner as described in the above example 6 (1) from methyl 3-(5-nitro-1,3-dioxo-1,3-dihydro-isoindol-2-yl)-2-(2-methyl-[1,3]dioxolan-2-yl)propionate (0.29 g, 0.82 mmol) and p-toluenesulfonic acid monohydrate (50 mg), and the obtained product was identified with the following NMR data. The reactants are O=C(C(Br)Br)C(F)(F)F, CC(=O)[O-], NNc1ncc(Cl)cc1F, [Na+], O. The product is O=C(C=NNc1ncc(Cl)cc1F)C(F)(F)F. As a reaction SMILES: [Br:1][CH:2]([C:3](=[O:4])[C:5]([F:6])([F:7])[F:8])[Br:9].[CH3:11][C:12](=[O:13])[O-:14].[NH:15]([NH2:16])[c:17]1[n:18][cH:19][c:20]([Cl:24])[cH:21][c:22]1[F:23].[Na+:10].[OH2:25]>>[CH:2]([C:3](=[O:4])[C:5]([F:6])([F:7])[F:8])=[N:16][NH:15][c:17]1[n:18][cH:19][c:20]([Cl:24])[cH:21][c:22]1[F:23]. The reactants are C(C1=CC=CC=C1)N1C[C@@H](CC1)OS(=O)(=O)C ((R)-1-Benzyl-3-mesyloxypyrrolidine), C(C)#N (acetonitrile). Reagents/catalysts: [C-]#N.C(CCC)[N+](CCCC)(CCCC)CCCC (tetrabutylammonium cyanide). Run at temperature 65 celsius. Product: C(C1=CC=CC=C1)N1C[C@H](CC1)C#N ((S)-1-benzyl-3-cyanopyrrolidine). Isolated yield 85.0%. Reaction SMILES: [CH2:1]([N:8]1[CH2:12][CH2:11][C@@H:10](OS(C)(=O)=O)[CH2:9]1)[C:2]1[CH:7]=[CH:6][CH:5]=[CH:4][CH:3]=1.[C:18](#[N:20])C>[C-]#N.C([N+](CCCC)(CCCC)CCCC)CCC>[CH2:1]([N:8]1[CH2:12][CH2:11][C@H:10]([C:18]#[N:20])[CH2:9]1)[C:2]1[CH:7]=[CH:6][CH:5]=[CH:4][CH:3]=1 |f:2.3|. Reported procedure: (R)-1-Benzyl-3-mesyloxypyrrolidine (5.0 g, 20 mmol) was dissolved in acetonitrile (6 mL) and tetrabutylammonium cyanide (11.1 g, 41.4 mmol) was added. The mixture was heated at 65° C. for 3 hours and then cooled to room temperature and extracted with ethyl ether (100 mL). The organic layer was washed with saturated NaHCO3 (2×50 mL), dried over MgSO4, and concentrated under reduced pressure to give (S)-1-benzyl-3-cyanopyrrolidine (3.1 g, 85%) as a yellow oil: VPC: 100%;